describe an organic reaction: reactants, conditions, products, and yield From a dataset of the Open Reaction Database (ORD), a public repository of structured organic reaction records. Reactants: ClC(Cl)Cl, COc1ccc(Cc2nnc(Oc3ccc4[nH]c(C)cc4c3F)c3ccccc23)cn1. The product is Cc1cc2c(F)c(Oc3nnc(Cc4ccc(O)nc4)c4ccccc34)ccc2[nH]1. Reaction SMILES: [Cl:32][CH:33]([Cl:34])[Cl:35].[F:1][c:2]1[c:3]2[cH:4][c:5]([CH3:31])[nH:6][c:7]2[cH:8][cH:9][c:10]1[O:11][c:12]1[n:13][n:14][c:15]([CH2:22][c:23]2[cH:24][n:25][c:26]([O:29][CH3:30])[cH:27][cH:28]2)[c:16]2[cH:17][cH:18][cH:19][cH:20][c:21]12>>[F:1][c:2]1[c:3]2[cH:4][c:5]([CH3:31])[nH:6][c:7]2[cH:8][cH:9][c:10]1[O:11][c:12]1[n:13][n:14][c:15]([CH2:22][c:23]2[cH:24][n:25][c:26]([OH:29])[cH:27][cH:28]2)[c:16]2[cH:17][cH:18][cH:19][cH:20][c:21]12. Starting materials: [Br-].CC1=CC=C(C(C[N+]2=CC=CC=C2)=O)C=C1 (4-methylphenacylpyridinium bromide), C1(=CC=CC=C1)[B-](C1=CC=CC=C1)(C1=CC=CC=C1)C1=CC=CC=C1.[Na+] (sodium tetraphenylborate). Yields the product C1(=CC=CC=C1)[B-](C1=CC=CC=C1)(C1=CC=CC=C1)C1=CC=CC=C1.CC1=CC=C(C(C[N+]2=CC=CC=C2)=O)C=C1 (4-methylphenacylpyridinium tetraphenylborate). The yield is 100.0%. Reaction SMILES: [Br-].[CH3:2][C:3]1[CH:17]=[CH:16][C:6]([C:7](=[O:15])[CH2:8][N+:9]2[CH:14]=[CH:13][CH:12]=[CH:11][CH:10]=2)=[CH:5][CH:4]=1.[C:18]1([B-:24]([C:37]2[CH:42]=[CH:41][CH:40]=[CH:39][CH:38]=2)([C:31]2[CH:36]=[CH:35][CH:34]=[CH:33][CH:32]=2)[C:25]2[CH:30]=[CH:29][CH:28]=[CH:27][CH:26]=2)[CH:23]=[CH:22][CH:21]=[CH:20][CH:19]=1.[Na+]>>[C:37]1([B-:24]([C:18]2[CH:19]=[CH:20][CH:21]=[CH:22][CH:23]=2)([C:25]2[CH:26]=[CH:27][CH:28]=[CH:29][CH:30]=2)[C:31]2[CH:36]=[CH:35][CH:34]=[CH:33][CH:32]=2)[CH:38]=[CH:39][CH:40]=[CH:41][CH:42]=1.[CH3:2][C:3]1[CH:4]=[CH:5][C:6]([C:7](=[O:15])[CH2:8][N+:9]2[CH:10]=[CH:11][CH:12]=[CH:13][CH:14]=2)=[CH:16][CH:17]=1 |f:0.1,2.3,4.5|. Procedure: The title compound was prepared similarly to Example 2 from 4-methylphenacylpyridinium bromide and sodium tetraphenylborate in a yield of 100%. The product is FC1=C(C=CC(=C1)C(C)(C)O)C1=CC(=C(S1)NC1=NC(=CC=C1)C(C(C)O)N1CCOCC1)C(=O)N (5-[2-Fluoro-4-(1-hydroxy-1-methylethyl)phenyl]-2-{[6-(2-hydroxy-1-morpholin-4-ylpropyl)pyridin-2-yl]amino}thiophene-3-carboxamide). Reaction SMILES: [NH2:1][C:2]1[S:3][C:4]([C:10]2[CH:15]=[CH:14][C:13]([C:16]([OH:19])([CH3:18])[CH3:17])=[CH:12][C:11]=2[F:20])=[CH:5][C:6]=1[C:7]([NH2:9])=[O:8].Br[C:22]1[N:27]=[C:26]([CH:28]([N:32]2[CH2:37][CH2:36][O:35][CH2:34][CH2:33]2)[CH:29]([OH:31])[CH3:30])[CH:25]=[CH:24][CH:23]=1>>[F:20][C:11]1[CH:12]=[C:13]([C:16]([OH:19])([CH3:17])[CH3:18])[CH:14]=[CH:15][C:10]=1[C:4]1[S:3][C:2]([NH:1][C:22]2[CH:23]=[CH:24][CH:25]=[C:26]([CH:28]([N:32]3[CH2:37][CH2:36][O:35][CH2:34][CH2:33]3)[CH:29]([OH:31])[CH3:30])[N:27]=2)=[C:6]([C:7]([NH2:9])=[O:8])[CH:5]=1. Reported procedure: The title compound was prepared as described in Example 1 using 2-amino-5-[2-fluoro-4-(1-hydroxy-1-methylethyl)phenyl]thiophene-3-carboxamide (150 mg, 0.510 mmol) and 1-(6-bromopyridin-2-yl)-1-morpholin-4-ylpropan-2-ol (168 mg, 0.510 mmol) as starting materials. 1H NMR (600 MHz, d6-DMSO): δ 11.96 (s, 1H), 7.84 (s, 1H), 7.81 (s, 1H), 7.66 (t, 1H), 7.54 (m, 1H), 7.36 (s, 1H), 7.32 (d, 1H), 7.31 (s, 1H), 7.95 (d, 1H), 6.78 (d, 1H), 5.13 (s, 1H), 4.55 (m, 1H), 4.18 (s, 1H), 3.54 (m, 4H), 3.31 (d, 1H... Starting materials: NC=1SC(=CC1C(=O)N)C1=C(C=C(C=C1)C(C)(C)O)F (2-amino-5-[2-fluoro-4-(1-hydroxy-1-methylethyl)phenyl]thiophene-3-carboxamide), BrC1=CC=CC(=N1)C(C(C)O)N1CCOCC1 (1-(6-bromopyridin-2-yl)-1-morpholin-4-ylpropan-2-ol). The reactants are CN(C1=CC=C(C=C1)C1(OC(=O)C2=CC(=CC=C12)N(C)C)C1=CC=C(C=C1)N(C)C)C (3,3-bis(4-dimethylaminophenyl)-6-dimethylaminophthalide), CC=1C(=C(C(=C(C(C2=CC=C(C=C2)N)(O)C)C1)C)C)N (tetramethyl-4,4'-diaminobenzhydrol), CN(C=1C=C(C(=O)O)C=CC1)C (3-dimethylaminobenzoic acid). Solvent: S(O)(O)(=O)=O (sulfuric acid). Yields the product CN(C1=CC=C(C(C2=CC=C(C=C2)N(C)C)C2=C(C(=O)O)C=C(C=C2)N(C)C)C=C1)C (2-[4,4'-bis(dimethylamino)benzhydryl]-5-dimethylaminobenzoic acid). Reaction SMILES: [CH3:1][N:2]([CH3:31])[C:3]1[CH:8]=[CH:7][C:6]([C:9]2([C:22]3[CH:27]=[CH:26][C:25]([N:28]([CH3:30])[CH3:29])=[CH:24][CH:23]=3)[C:18]3[C:13](=[CH:14][C:15]([N:19]([CH3:21])[CH3:20])=[CH:16][CH:17]=3)[C:11](=[O:12])[O:10]2)=[CH:5][CH:4]=1.CC1C(N)=C(C)C(C)=C(C=1)C(C)(O)C1C=CC(N)=CC=1.CN(C)C1C=C(C=CC=1)C(O)=O>S(=O)(=O)(O)O>[CH3:30][N:28]([CH3:29])[C:25]1[CH:24]=[CH:23][C:22]([CH:9]([C:18]2[CH:17]=[CH:16][C:15]([N:19]([CH3:21])[CH3:20])=[CH:14][C:13]=2[C:11]([OH:12])=[O:10])[C:6]2[CH:5]=[CH:4][C:3]([N:2]([CH3:1])[CH3:31])=[CH:8][CH:7]=2)=[CH:27][CH:26]=1. Procedure details: A process for preparing 3,3-bis(4-dimethylaminophenyl)-6-dimethylaminophthalide which comprises reacting one mole proportion of tetramethyl-4,4'-diaminobenzhydrol with from about 0.9 to about 1.2 mole proportions of 3-dimethylaminobenzoic acid in aqueous sulfuric acid at a temperature of 65°-100° C. to form 2-[4,4'-bis(dimethylamino)benzhydryl]-5-dimethylaminobenzoic acid, adding sodium hydroxide to the reaction mixture to form the sodium salt of the said benzoic acid therein, contacting the rea... The reactants are C[S-], Clc1cc(-c2ccccc2)ncn1, [Na+], CN(C)C=O, O. The product is CSc1cc(-c2ccccc2)ncn1. Reaction SMILES: [CH3:1][S-:2].[Cl:4][c:5]1[n:6][cH:7][n:8][c:9](-[c:11]2[cH:12][cH:13][cH:14][cH:15][cH:16]2)[cH:10]1.[Na+:3].[O:18]=[CH:19][N:20]([CH3:21])[CH3:22].[OH2:17]>>[CH3:1][S:2][c:5]1[n:6][cH:7][n:8][c:9](-[c:11]2[cH:12][cH:13][cH:14][cH:15][cH:16]2)[cH:10]1. Reactants: COC=1C=C(C=CC1OC)NC(=O)C12CC3CC(CC(C1)C3)C2 (N-(3,4-dimethoxyphenyl)-1-adamantanecarboxamide), N (ammonia), B(I)(I)I (boron triiodide), C(Cl)Cl (methylene chloride). The solvent is C(C)O (ethanol). The product is OC=1C=C(C=CC1O)NC(=O)C12CC3CC(CC(C1)C3)C2 (N-(3,4-Dihydroxyphenyl)-1-adamantanecarboxamide). RXN SMILES: C[O:2][C:3]1[CH:4]=[C:5]([NH:11][C:12]([C:14]23[CH2:23][CH:18]4[CH2:19][CH:20]([CH2:22][CH:16]([CH2:17]4)[CH2:15]2)[CH2:21]3)=[O:13])[CH:6]=[CH:7][C:8]=1[O:9]C.B(I)(I)I.C(Cl)Cl.N>C(O)C>[OH:2][C:3]1[CH:4]=[C:5]([NH:11][C:12]([C:14]23[CH2:23][CH:18]4[CH2:17][CH:16]([CH2:22][CH:20]([CH2:19]4)[CH2:21]2)[CH2:15]3)=[O:13])[CH:6]=[CH:7][C:8]=1[OH:9]. Reported procedure: Subject 2.0 of N-(3,4-dimethoxyphenyl)-1-adamantanecarboxamide and 2.5 g. of boron triiodide to the procedure set forth in Example 6B. Chromatograph the residue obtained thereby on a column containing 35 g. of silica gel using as the eluent a methylene chloride:ethanol: conc. ammonia (90:10:4 v/v). Crystallize the product from chloroform to obtain the product of this Example, m.p. 196°-199°C.